Dataset: the Open Reaction Database (ORD), a public repository of structured organic reaction records. Task: describe an organic reaction: reactants, conditions, products, and yield Starting materials: C(C1=CC=CC=C1)N1N=CC=2C(=CC=CC12)N (1-Benzyl-1H-indazol-4-amine), C(#N)C1=CC=2N(C=C1)C(=CN2)C(=O)O (7-cyanoimidazo[1,2-a]pyridine-3-carboxylic acid), C(C(=O)Cl)(=O)Cl (oxalyl chloride), CCN(C(C)C)C(C)C (DIEA). Solvent: C(Cl)Cl (CH2Cl2), C(Cl)Cl (CH2Cl2), CN(C)C=O (DMF). Conditions: time 5 minute. The product is C(C1=CC=CC=C1)N1N=CC2=C(C=CC=C12)NC(=O)C1=CN=C2N1C=CC(=C2)C#N (N-(1-benzyl-1H-indazol-4-yl)-7-cyanoimidazo[1,2-a]pyridine-3-carboxamide). Yield: 65.1%. RXN SMILES: [C:1]([C:3]1[CH:8]=[CH:7][N:6]2[C:9]([C:12]([OH:14])=O)=[CH:10][N:11]=[C:5]2[CH:4]=1)#[N:2].C(Cl)(=O)C(Cl)=O.[CH2:21]([N:28]1[C:36]2[CH:35]=[CH:34][CH:33]=[C:32]([NH2:37])[C:31]=2[CH:30]=[N:29]1)[C:22]1[CH:27]=[CH:26][CH:25]=[CH:24][CH:23]=1.CCN(C(C)C)C(C)C>C(Cl)Cl.CN(C=O)C>[CH2:21]([N:28]1[C:36]2[C:31](=[C:32]([NH:37][C:12]([C:9]3[N:6]4[CH:7]=[CH:8][C:3]([C:1]#[N:2])=[CH:4][C:5]4=[N:11][CH:10]=3)=[O:14])[CH:33]=[CH:34][CH:35]=2)[CH:30]=[N:29]1)[C:22]1[CH:23]=[CH:24][CH:25]=[CH:26][CH:27]=1. Procedure: To a solution of 7-cyanoimidazo[1,2-a]pyridine-3-carboxylic acid (0.0527 g, 0.282 mmol) in 0.200 mL of CH2Cl2 was added a drop of DMF followed by oxalyl chloride (1.1 equivalents, 2M CH2Cl2). The reaction was stirred for 5 minutes until bubbling ceased. 1-Benzyl-1H-indazol-4-amine (0.0629 g, 0.282 mmol) was added as a solution in 0.600 mL of CH2Cl2 followed by DIEA (1.2 equivalents). The reaction was stirred at ambient temperature overnight. The reaction was concentrated and the solids were wash...